Dataset: the Open Reaction Database (ORD), a public repository of structured organic reaction records. Task: describe an organic reaction: reactants, conditions, products, and yield Reaction SMILES: [C:1]1([CH3:7])[CH:6]=[CH:5][CH:4]=[CH:3][CH:2]=1.[O:8]1[CH:13]=[CH:12][CH:11]=[CH:10][C:9]1=[O:14].[NH2:15][CH:16]1[CH2:21][C:20]([CH3:23])([CH3:22])[NH:19][C:18]([CH3:25])([CH3:24])[CH2:17]1.[OH2:26]>>[C:1]1([C:7]2[N:15]([CH:16]3[CH2:17][C:18]([CH3:25])([CH3:24])[NH:19][C:20]([CH3:23])([CH3:22])[CH2:21]3)[C:13]([C:1]3[CH:6]=[CH:5][CH:4]=[CH:3][CH:2]=3)=[CH:12][C:11](=[O:26])[C:10]=2[C:9]([OH:8])=[O:14])[CH:6]=[CH:5][CH:4]=[CH:3][CH:2]=1. Reported procedure: A 250 ml round-bottom flask is equipped with a mechanical stirrer, thermometer, and a distillation head and condenser set up to remove distillate. The flask is charged with 100 g (0.52 moles) ethyl benzoylacetate and 0.075 g sodium bicarbonate. The flask and its contents are heated by means of an oil bath over a period of about 5 hours at temperature from ambient to a maximum of 200° C. while the ethanol formed is continuously removed. Unreacted ethyl benzoylacetate is removed by vaccum distilla... Reactants: C1(=CC=CC=C1)C (toluene), O1C(C=CC=C1)=O (pyrone), NC1CC(NC(C1)(C)C)(C)C (4-amino-2,2,6,6-tetramethylpiperidine), O (water), O (water). Yields the product C1(=CC=CC=C1)C=1N(C(=CC(C1C(=O)O)=O)C1=CC=CC=C1)C1CC(NC(C1)(C)C)(C)C (1,4-Dihydro-2,6-diphenyl-4-oxo-1(2,2,6,6-tetramethyl-4-piperidinyl)-3-pyridinecarboxylic acid). The reactants are C1(CC1)C=1C=CC(=NC1OC)C(C[C@H]1CCC(N1)=O)C=1C=CC2=C(CCO2)C1 ((5R)-5-[2-(5-cyclopropyl-6-methoxypyridin-2-yl)-2-(2,3-dihydro-1-benzofuran-5-yl)ethyl]pyrrolidin-2-one), CCCCCC (hexane). Reported procedure: An (R,S) mixture of the title compound was obtained as a yellow amorphous (78 mg) by performing substantially the same reaction as in Examples 4-207 and 4-208(3) except for using (5R)-5-[2-(5-cyclopropyl-6-methoxypyridin-2-yl)-2-(2,3-dihydro-1-benzofuran-5-yl)ethyl]pyrrolidin-2-one. This was preparatively isolated by a chiral HPLC column (CHIRALPAK IB, hexane:ethanol=30:70 v/v, 40° C., 10 mL/min, 210 nm) to give one diastereomer (A) of the title compound as a colorless amorphous (50 mg) and the ... As a reaction SMILES: [CH:1]1([C:4]2[CH:5]=[CH:6][C:7]([CH:12]([C:20]3[CH:21]=[CH:22][C:23]4[O:27][CH2:26][CH2:25][C:24]=4[CH:28]=3)[CH2:13][C@@H:14]3[NH:18][C:17](=[O:19])[CH2:16][CH2:15]3)=[N:8][C:9]=2[O:10]C)[CH2:3][CH2:2]1.CCCCCC>C(O)C>[CH:1]1([C:4]2[C:9](=[O:10])[NH:8][C:7]([CH:12]([C:20]3[CH:21]=[CH:22][C:23]4[O:27][CH2:26][CH2:25][C:24]=4[CH:28]=3)[CH2:13][C@H:14]3[CH2:15][CH2:16][C:17](=[O:19])[NH:18]3)=[CH:6][CH:5]=2)[CH2:3][CH2:2]1. Run in C(C)O (ethanol). Yields the product ( A ), C1(CC1)C=1C(NC(=CC1)C(C[C@@H]1NC(CC1)=O)C=1C=CC2=C(CCO2)C1)=O (3-Cyclopropyl-6-{1-(2,3-dihydro-1-benzofuran-5-yl)-2-[(2R)-5-oxopyrrolidin-2-yl]ethyl}pyridin-2(1H)-one). Starting materials: C1(=CC=CC=C1)[C@@H](CC)N (1(R)-phenylpropylamine), solution, Cl.CCOCC (HCl Et2O). The solvent is CCOCC (Et2O). Run at time 30 minute. The product is C1(=CC=CC=C1)[C@@H](CC)N=C=O (1(R)-phenylpropyl isocyanate). Reaction SMILES: [C:1]1([C@H:7]([NH2:10])[CH2:8][CH3:9])[CH:6]=[CH:5][CH:4]=[CH:3][CH:2]=1.Cl.C[CH2:13][O:14]CC>CCOCC>[C:1]1([C@H:7]([N:10]=[C:13]=[O:14])[CH2:8][CH3:9])[CH:6]=[CH:5][CH:4]=[CH:3][CH:2]=1 |f:1.2|. Procedure details: To a solution of 1(R)-phenylpropylamine (14.33 g, 106 mmol) in Et2O (102 mL) was added a 1.0 M solution of HCl/Et2O (212 mL, 212 mmol). The mixture was stirred for 30 min, then the crude solution was evaporated to dryness on a rotary evaporator. The resulting white hydrochloride salt was suspended in toluene (200 mL), triphosgene was added (11.67 g, 39.3 mmol) and the resulting suspension was stirred at reflux for 3 h at room temperature overnight. The reaction mixture was concentrated and the f... The reactants are CN(C(=O)N(C)C1CNCC1c1ccc(F)cc1)c1cc(Br)cc(Br)c1, COC(=O)NC1CCC(C(=O)O)CC1, Cl. The product is COC(=O)NC1CCC(C(=O)N2CC(c3ccc(F)cc3)C(N(C)C(=O)N(C)c3cc(Br)cc(Br)c3)C2)CC1. Reaction SMILES: [Br:2][c:3]1[cH:4][c:5]([N:10]([C:11](=[O:12])[N:13]([CH3:14])[CH:15]2[CH2:16][NH:17][CH2:18][CH:19]2[c:20]2[cH:21][cH:22][c:23]([F:26])[cH:24][cH:25]2)[CH3:27])[cH:6][c:7]([Br:9])[cH:8]1.[CH3:28][O:29][C:30](=[O:31])[NH:32][CH:33]1[CH2:34][CH2:35][CH:36]([C:39](=[O:40])[OH:41])[CH2:37][CH2:38]1.[ClH:1]>>[Br:2][c:3]1[cH:4][c:5]([N:10]([C:11](=[O:12])[N:13]([CH3:14])[CH:15]2[CH2:16][N:17]([C:39]([CH:36]3[CH2:35][CH2:34][CH:33]([NH:32][C:30]([O:29][CH3:28])=[O:31])[CH2:38][CH2:37]3)=[O:40])[CH2:18][CH:19]2[c:20]2[cH:21][cH:22][c:23]([F:26])[cH:24][cH:25]2)[CH3:27])[cH:6][c:7]([Br:9])[cH:8]1. Reactants: FC1=CC=C([C@H](C)N=[N+]=[N-])C=C1 ((S)-p-Fluoro-α-methylbenzylazide), Cl (HCl). The reagents and catalysts are [Pd] (Pd/C). Conditions: time 4 hour. The product is FC1=CC=C([C@H](C)N)C=C1 ((S)-p-fluoro-α-methylbenzylamine). Yield: 108.3%. RXN SMILES: [F:1][C:2]1[CH:12]=[CH:11][C:5]([C@@H:6]([N:8]=[N+]=[N-])[CH3:7])=[CH:4][CH:3]=1.Cl>[Pd]>[F:1][C:2]1[CH:12]=[CH:11][C:5]([C@@H:6]([NH2:8])[CH3:7])=[CH:4][CH:3]=1. Procedure: A mixture of the crude product of Step 2 (1.2 g, 7.3 mmol), conc. HCl (1 ml in 50 ml CH3OH) and Pd/C (10% w/w) (140 mg) was hydrogenated at 60 psi for 4 hr. After removal of the solvent, the residue was redissolved in 20 ml water and washed with ether. The aqueous layer was then basified to pH 11 and extracted with ether. The ether solution was dried and solvent evaporated to give 1.1 gram of (S)-p-fluoro-α-methylbenzylamine.